This data is from the Open Reaction Database (ORD), a public repository of structured organic reaction records. The task is: describe an organic reaction: reactants, conditions, products, and yield Starting materials: O=C([O-])[O-], ClCCl, Cl, [K+], [K+], N#CBr, Cc1ccc(-c2noc(C3CNC3)n2)cc1NC(=O)c1cnc2ccccn12, O. The product is Cc1ccc(-c2noc(C3CN(C#N)C3)n2)cc1NC(=O)c1cnc2ccccn12. Reaction SMILES: [C:30](=[O:31])([O-:32])[O-:33].[Cl:40][CH2:41][Cl:42].[ClH:1].[K+:34].[K+:35].[N:36]#[C:37][Br:38].[NH:2]1[CH2:3][CH:4]([c:6]2[n:7][c:8](-[c:11]3[cH:12][cH:13][c:14]([CH3:29])[c:15]([NH:17][C:18](=[O:19])[c:20]4[cH:21][n:22][c:23]5[n:24]4[cH:25][cH:26][cH:27][cH:28]5)[cH:16]3)[n:9][o:10]2)[CH2:5]1.[OH2:39]>>[N:2]1([C:37]#[N:36])[CH2:3][CH:4]([c:6]2[n:7][c:8](-[c:11]3[cH:12][cH:13][c:14]([CH3:29])[c:15]([NH:17][C:18](=[O:19])[c:20]4[cH:21][n:22][c:23]5[n:24]4[cH:25][cH:26][cH:27][cH:28]5)[cH:16]3)[n:9][o:10]2)[CH2:5]1. Starting materials: O=C(O)c1ccc(B(O)O)cc1, O=C([O-])[O-], COCCOC, Fc1cnc(Cl)nc1Cl, [Na+], [Na+], c1ccc(P(c2ccccc2)(c2ccccc2)[Pd](P(c2ccccc2)(c2ccccc2)c2ccccc2)(P(c2ccccc2)(c2ccccc2)c2ccccc2)P(c2ccccc2)(c2ccccc2)c2ccccc2)cc1. Yields the product O=C(O)c1ccc(-c2nc(Cl)ncc2F)cc1. As a reaction SMILES: [C:10](=[O:11])([OH:12])[c:13]1[cH:14][cH:15][c:16]([B:19]([OH:20])[OH:21])[cH:17][cH:18]1.[C:22](=[O:23])([O-:24])[O-:25].[CH2:28]([CH2:29][O:30][CH3:31])[O:32][CH3:33].[Cl:1][c:2]1[n:3][cH:4][c:5]([F:9])[c:6]([Cl:8])[n:7]1.[Na+:26].[Na+:27].[cH:34]1[cH:35][cH:36][c:37]([P:38]([Pd:39]([P:40]([c:41]2[cH:42][cH:43][cH:44][cH:45][cH:46]2)([c:47]2[cH:48][cH:49][cH:50][cH:51][cH:52]2)[c:53]2[cH:54][cH:55][cH:56][cH:57][cH:58]2)([P:59]([c:60]2[cH:61][cH:62][cH:63][cH:64][cH:65]2)([c:66]2[cH:67][cH:68][cH:69][cH:70][cH:71]2)[c:72]2[cH:73][cH:74][cH:75][cH:76][cH:77]2)[P:78]([c:79]2[cH:80][cH:81][cH:82][cH:83][cH:84]2)([c:85]2[cH:86][cH:87][cH:88][cH:89][cH:90]2)[c:91]2[cH:92][cH:93][cH:94][cH:95][cH:96]2)([c:97]2[cH:98][cH:99][cH:100][cH:101][cH:102]2)[c:103]2[cH:104][cH:105][cH:106][cH:107][cH:108]2)[cH:109][cH:110]1>>[Cl:1][c:2]1[n:3][cH:4][c:5]([F:9])[c:6](-[c:16]2[cH:15][cH:14][c:13]([C:10](=[O:11])[OH:12])[cH:18][cH:17]2)[n:7]1. The reactants are ClC1=CC=C(OC2=NC(=C(C(=O)OC)C=C2)CCC)C=C1 (methyl 6-(4-chlorophenoxy)-2-propylnicotinate), ice, Cl (hydrochloric acid), [H-].C(C(C)C)[Al+]CC(C)C (diisobutylaluminum hydride). Run in C1(=CC=CC=C1)C (toluene). Reaction conditions: time 30 minute. Yields the product ClC1=CC=C(OC2=CC=C(C(=N2)CCC)CO)C=C1 ([6-(4-chlorophenoxy)-2-propylpyridin-3-yl]methanol). As a reaction SMILES: [Cl:1][C:2]1[CH:21]=[CH:20][C:5]([O:6][C:7]2[CH:16]=[CH:15][C:10]([C:11](OC)=[O:12])=[C:9]([CH2:17][CH2:18][CH3:19])[N:8]=2)=[CH:4][CH:3]=1.[H-].C([Al+]CC(C)C)C(C)C.Cl>C1(C)C=CC=CC=1>[Cl:1][C:2]1[CH:21]=[CH:20][C:5]([O:6][C:7]2[N:8]=[C:9]([CH2:17][CH2:18][CH3:19])[C:10]([CH2:11][OH:12])=[CH:15][CH:16]=2)=[CH:4][CH:3]=1 |f:1.2|. Reported procedure: To a solution of the product from Step 3 (48 g, 157 mmol) in toluene (500 mL) cooled at −75° C. was added a solution of diisobutylaluminum hydride (1.0 M in toluene, 314 mL, 314 mmol) over a 45 min period. After additional 30 min at −75° C., the reaction mixture was poured into a ice-cold solution of 1 N hydrochloric acid (1.5 L) and the mixture was stirred at room temperature for 30 min. The product was extracted with ethyl acetate (2×500 mL) and organic extracts were washed with a saturated so... Starting materials: [N+](=O)([O-])C1=C(C=CC=C1)N=NC1=C(C(=CC(=C1)C(C)(C)CC)C(C)(C)CC)O (2-nitro-2'-hydroxy-3',5'-di-t-amylazobenzene), [N+](=O)([O-])C1=C(C=CC=C1)N=NC1=C(C=CC(=C1)C(C)(C)CC(C)(C)C)O (2-nitro-2'-hydroxy-5'-t-octylazobenzene). Product: OC1=C(C=C(C=C1)C(C)(C)CC(C)(C)C)N1N=C2C(=[N+]1[O-])C=CC=C2 (2-(2-hydroxy-5-t-octylphenyl)benzotriazole-N-oxide). Yield: 89.7%. Reaction SMILES: [N+](C1C=CC=CC=1N=NC1C=C(C(CC)(C)C)C=C(C(CC)(C)C)C=1O)([O-])=O.[N+:29]([C:32]1[CH:37]=[CH:36][CH:35]=[CH:34][C:33]=1[N:38]=[N:39][C:40]1[CH:45]=[C:44]([C:46]([CH2:49][C:50]([CH3:53])([CH3:52])[CH3:51])([CH3:48])[CH3:47])[CH:43]=[CH:42][C:41]=1[OH:54])([O-])=[O:30]>>[OH:54][C:41]1[CH:42]=[CH:43][C:44]([C:46]([CH2:49][C:50]([CH3:53])([CH3:52])[CH3:51])([CH3:48])[CH3:47])=[CH:45][C:40]=1[N:39]1[N+:29]([O-:30])=[C:32]2[CH:37]=[CH:36][CH:35]=[CH:34][C:33]2=[N:38]1. Procedure: The same procedure as in Example 1 was repeated, except that 2-nitro-2'-hydroxy-3',5'-di-t-amylazobenzene 25.5 g was replaced by 2-nitro-2'-hydroxy-5'-t-octylazobenzene 23.7 g, thus producing 20.3 g of 2-(2-hydroxy-5-t-octylphenyl)benzotriazole-N-oxide having a melting point of 106° to 110° C. at the yield of 90.0%. As a reaction SMILES: C([NH:8][C@@H:9]([C:18]([OH:20])=O)[CH2:10][CH2:11][C:12]1[CH:17]=[CH:16][CH:15]=[CH:14][CH:13]=1)(OC(C)(C)C)=O.[CH2:21]1[C@H:30]2[C@@H:25]([CH2:26][CH2:27][CH2:28][CH2:29]2)[CH2:24][CH2:23][NH:22]1.[NH2:31][C:32]1[C:37]([Cl:38])=[CH:36][C:35]([S:39](Cl)(=[O:41])=[O:40])=[CH:34][C:33]=1[Cl:43]>>[NH2:31][C:32]1[C:37]([Cl:38])=[CH:36][C:35]([S:39]([NH:8][C@@H:9]([C:18]([N:22]2[CH2:23][CH2:24][C@H:25]3[C@@H:30]([CH2:29][CH2:28][CH2:27][CH2:26]3)[CH2:21]2)=[O:20])[CH2:10][CH2:11][C:12]2[CH:13]=[CH:14][CH:15]=[CH:16][CH:17]=2)(=[O:41])=[O:40])=[CH:34][C:33]=1[Cl:43]. Procedure details: 4-amino-3,5-dichloro-N-{(1R)-1-[(trans)-octahydroisoquinolin-2(1H) -ylcarbonyl]-3-phenylpropyl}benzenesulfonamide is prepared from Boc-(D)-homo -phenylalanine, (±)-trans-decahydroisoquinoline, and 4-amino-3,5dichlorobenzene -sulfonyl chloride in the same manner that Example 1 is synthesized. ESI MS: Calc: 523.2; Found: 524.3 (M+H)+. Product: NC1=C(C=C(C=C1Cl)S(=O)(=O)N[C@H](CCC1=CC=CC=C1)C(=O)N1C[C@@H]2CCCC[C@H]2CC1)Cl (4-amino-3,5-dichloro-N-{(1R)-1-[(trans)-octahydroisoquinolin-2(1H) -ylcarbonyl]-3-phenylpropyl}benzenesulfonamide). Starting materials: C(=O)(OC(C)(C)C)N[C@H](CCC1=CC=CC=C1)C(=O)O (Boc-(D)-homo -phenylalanine), C1NCC[C@@H]2CCCC[C@@H]12 ((±)-trans-decahydroisoquinoline), NC1=C(C=C(C=C1Cl)S(=O)(=O)Cl)Cl (4-amino-3,5dichlorobenzene -sulfonyl chloride). Reactants: solution, C(CCC)[Li] (n-butyllithium), CCCCCC (hexane), BrC=1C=NC2=CC=CC=C2C1 (3-bromoquinoline), COB(OC)OC (trimethylborate). The solvent is CCOCC (ether). Conditions: time 20 minute. Product: N1=CC(=CC2=CC=CC=C12)B(O)O (Quinolin-3-ylboronic Acid). Isolated yield 33.5%. RXN SMILES: C([Li])CCC.CCCCCC.Br[C:13]1[CH:14]=[N:15][C:16]2[C:21]([CH:22]=1)=[CH:20][CH:19]=[CH:18][CH:17]=2.C[O:24][B:25](OC)[O:26]C>CCOCC>[N:15]1[C:16]2[C:21](=[CH:20][CH:19]=[CH:18][CH:17]=2)[CH:22]=[C:13]([B:25]([OH:26])[OH:24])[CH:14]=1. Reported procedure: A 2.5M solution of n-butyllithium in hexane (4.4 ml, 11 mmol) was slowly added to a stirred solution of 3-bromoquinoline (2.08 g, 10 mmol) in anhydrous ether (20 ml), under nitrogen, at −75° C. After a further 20 minutes at −75° C., trimethylborate (1.46 ml, 13 mmol) was added, whereupon the red colour changed to yellow. The reaction mixture was allowed to warm to room temperature and quenched with water, followed by 1M aqueous sodium hydroxide solution (10 ml). The resulting mixture was stirred... The reactants are C(C)(C)(C)OC(=O)N1[C@H](CCC1)C(=O)O ((R)-1-(tert-butoxycarbonyl)pyrrolidine-2-carboxylic acid), BrC1=CC(=C(C=C1)Cl)Cl (1-bromo-3,4-dichlorobenzene), ketone, CB1OC([C@@H]2N1CCC2)(C2=CC=CC=C2)C2=CC=CC=C2 ((R)-1-methyl-3,3-diphenylhexahydropyrrolo[1,2-c][1,3,2]oxazaborole), C1(NC(C2=CC=CC=C12)=O)=O (isoindoline-1,3 dione), ClC=1C=C(C(=O)[C@@H]2N(CCC2)C(=O)OC(C)(C)C)C=CC1Cl ((R)-tert-butyl 2-(3,4-dichlorobenzoyl)-pyrrolidine-1-carboxylate), 2,4-bromo-1-(trifluoromethyl)benzene. The product is ClC=1C=C(C=CC1Cl)[C@@H]([C@@H]1N(CCC1)C(=O)OC(C)(C)C)N1C(C2=CC=CC=C2C1=O)=O ((R)-tert-butyl 2-((S)-(3,4-dichlorophenyl)(1,3-dioxoisoindolin-2-yl)methyl)pyrrolidine-1-carboxylate). As a reaction SMILES: C(OC(N1CCC[C@@H]1C(O)=O)=O)(C)(C)C.[Cl:16][C:17]1[CH:18]=[C:19]([CH:34]=[CH:35][C:36]=1[Cl:37])[C:20]([C@H:22]1[CH2:26][CH2:25][CH2:24][N:23]1[C:27]([O:29][C:30]([CH3:33])([CH3:32])[CH3:31])=[O:28])=O.BrC1C=CC(Cl)=C(Cl)C=1.CB1N2CCC[C@@H]2C(C2C=CC=CC=2)(C2C=CC=CC=2)O1.[C:68]1(=[O:78])[C:76]2[C:71](=[CH:72][CH:73]=[CH:74][CH:75]=2)[C:70](=[O:77])[NH:69]1>>[Cl:16][C:17]1[CH:18]=[C:19]([C@H:20]([N:69]2[C:70](=[O:77])[C:71]3[C:76](=[CH:75][CH:74]=[CH:73][CH:72]=3)[C:68]2=[O:78])[C@H:22]2[CH2:26][CH2:25][CH2:24][N:23]2[C:27]([O:29][C:30]([CH3:33])([CH3:32])[CH3:31])=[O:28])[CH:34]=[CH:35][C:36]=1[Cl:37]. Reported procedure: (R)-1-(tert-butoxycarbonyl)pyrrolidine-2-carboxylic acid and be converted to (R)-tert-butyl 2-(3,4-dichlorobenzoyl)-pyrrolidine-1-carboxylate in accord with steps 1 and 2 of example 11, except in step 2,4-bromo-1-(trifluoromethyl)benzene was replaced with 1-bromo-3,4-dichlorobenzene. Reduction of the ketone with (R)-1-methyl-3,3-diphenylhexahydropyrrolo[1,2-c][1,3,2]oxazaborole and condensation with isoindoline-1,3 dione can be carried out in accord with procedures in steps 4 and 5 of example 11... Starting materials: OCCNC=1C=2C(N=C(C1)C)=CN(N2)C (7-(2-hydroxyethylamino)-2,5-dimethylpyrazolo[4,3-b]pyridine), C(CCCC)(=O)Cl (valeryl chloride). Product: C(CCCC)(=O)OCCNC=1C=2C(N=C(C1)C)=CN(N2)C (7-(2-Pentanoyloxyethylamino)-2,5-dimethylpyrazolo[4,3-b]pyridine). Isolated yield 74.0%. Reaction SMILES: [OH:1][CH2:2][CH2:3][NH:4][C:5]1[C:6]2[C:7](=[CH:12][N:13]([CH3:15])[N:14]=2)[N:8]=[C:9]([CH3:11])[CH:10]=1.[C:16](Cl)(=[O:21])[CH2:17][CH2:18][CH2:19][CH3:20]>>[C:16]([O:1][CH2:2][CH2:3][NH:4][C:5]1[C:6]2[C:7](=[CH:12][N:13]([CH3:15])[N:14]=2)[N:8]=[C:9]([CH3:11])[CH:10]=1)(=[O:21])[CH2:17][CH2:18][CH2:19][CH3:20]. Reported procedure: The title compound was prepared from 7-(2-hydroxyethylamino)-2,5-dimethylpyrazolo[4,3-b]pyridine (D2) (400 mg) and valeryl chloride by the general method of Example 4. The solid obtained was recrystallized from ether/methanol to give the title compound (300 mg, 74%), m.p. 78°-80° C.